This data is from the Open Reaction Database (ORD), a public repository of structured organic reaction records. The task is: describe an organic reaction: reactants, conditions, products, and yield Reactants: BrC1=CC=C(OCCN(CC)CC)C=C1 (1-(4-bromophenoxy)-2-diethylaminoethane), COC1=CC=C(C=C1)C#C (4-methoxyphenylacetylene). Reagents/catalysts: [Pd] (palladium), [Cu]I (copper(I) iodide). Run in C(C)N(CC)CC (triethylamine). The product is COC1=CC=C(C=C1)C#CC1=CC=C(OCCN(CC)CC)C=C1 (1-[4-(4-methoxyphenylethynyl)phenoxy]-2-diethylaminoethane). Yield: 79.9%. As a reaction SMILES: Br[C:2]1[CH:15]=[CH:14][C:5]([O:6][CH2:7][CH2:8][N:9]([CH2:12][CH3:13])[CH2:10][CH3:11])=[CH:4][CH:3]=1.[CH3:16][O:17][C:18]1[CH:23]=[CH:22][C:21]([C:24]#[CH:25])=[CH:20][CH:19]=1>C(N(CC)CC)C.[Pd].[Cu]I>[CH3:16][O:17][C:18]1[CH:23]=[CH:22][C:21]([C:24]#[C:25][C:2]2[CH:15]=[CH:14][C:5]([O:6][CH2:7][CH2:8][N:9]([CH2:12][CH3:13])[CH2:10][CH3:11])=[CH:4][CH:3]=2)=[CH:20][CH:19]=1. Procedure: To a solution of 15 g (0.06 mole) of 1-(4-bromophenoxy)-2-diethylaminoethane and 8.2 g (0.062 mole) of 4-methoxyphenylacetylene in 150 ml of triethylamine are added, under nitrogen, 420 mg of the palladium complex PdCl2 [P(C6H5)2 ]2 and 228 mg of copper(I) iodide. The reaction mixture is subsequently refluxed for 24 hours, then concentrated, and the residue is taken up in water. After extraction with 200 ml of ether, the combined ethereal phases are washed 3 times with water, dried and evaporate... Starting materials: ICC (Iodoethane), C(=O)([O-])[O-].[K+].[K+] (K2CO3), FC=1C=C2C(=C(NC2=CC1)C)C1=NNS(C2=C1C=CC=C2)(=O)=O (4-(5-fluoro-2-methyl-1H-indol-3-yl)-2H-benzo[e][1,2,3]thiadiazine 1,1-dioxide), C(=O)([O-])[O-].[K+].[K+] (K2CO3), BrCC(=O)OC(C)(C)C (tert-butyl bromoacetate). Run in O (H2O), C(Cl)Cl (CH2Cl2), CC#N (CH3CN). Reaction conditions: temperature 80 celsius, time 8 hour. The product is C(C)(C)(C)OC(CN1C(=C(C2=CC(=CC=C12)F)C1=NN(S(C2=C1C=CC=C2)(=O)=O)CC)C)=O ([3-(2-Ethyl-1,1-dioxo-1,2-dihydro-1λ6-benzo[e][1,2,3]thiadiazin-4-yl)-5-fluoro-2-methyl-indol-1-yl]-acetic acid tert-butyl ester). RXN SMILES: I[CH2:2][CH3:3].C([O-])([O-])=O.[K+].[K+].[F:10][C:11]1[CH:12]=[C:13]2[C:17](=[CH:18][CH:19]=1)[NH:16][C:15]([CH3:20])=[C:14]2[C:21]1[C:26]2[CH:27]=[CH:28][CH:29]=[CH:30][C:25]=2[S:24](=[O:32])(=[O:31])[NH:23][N:22]=1.Br[CH2:34][C:35]([O:37][C:38]([CH3:41])([CH3:40])[CH3:39])=[O:36]>CC#N.O.C(Cl)Cl>[C:38]([O:37][C:35](=[O:36])[CH2:34][N:16]1[C:17]2[C:13](=[CH:12][C:11]([F:10])=[CH:19][CH:18]=2)[C:14]([C:21]2[C:26]3[CH:27]=[CH:28][CH:29]=[CH:30][C:25]=3[S:24](=[O:31])(=[O:32])[N:23]([CH2:2][CH3:3])[N:22]=2)=[C:15]1[CH3:20])([CH3:41])([CH3:40])[CH3:39] |f:1.2.3|. Procedure: Iodoethane (5 μL, 67 μmol) and K2CO3 (10 mg, 72 μmol) were added to a solution of 4-(5-fluoro-2-methyl-1H-indol-3-yl)-2H-benzo[e][1,2,3]thiadiazine 1,1-dioxide (20 mg, 61 μmol) in CH3CN (1 mL), and stirred overnight at 80° C. An additional amount of K2CO3 (10 mg, 72 μmol) and tert-butyl bromoacetate (14 μL, 92 μmol) was added, and the reaction mixture stirred an additional 2 h at 80° C. The reaction mixture was diluted with H2O and CH2Cl2, and filtered through an Extrelut column. The Extrelut co... The reactants are CSC(SC)=NC#N (dimethylcyanodithioimidocarbonate), NCCSCC=1SC=CN1 (2-[(2-aminoethyl)thiomethyl]thiazole). Procedure: Reaction of dimethylcyanodithioimidocarbonate with 2-[(2-aminoethyl)thiomethyl]thiazole by the method described in Example 3(d) gave N-cyano-N'-[2-(2-thiazolylmethylthio)ethyl]-S-methylisothiourea. Fusion of this compound (2.15 g) with 4-methyl-5-((2-aminoethyl)thiomethyl)imidazole (2.02 g) on the steam bath for 6 hours, followed by chromatographic purification on a column of silica gel with ethyl acetate/isopropyl alcohol (5:1) as eluant afforded the title compound. Reaction SMILES: CS[C:3](=[N:6][C:7]#[N:8])[S:4][CH3:5].[NH2:9][CH2:10][CH2:11][S:12][CH2:13][C:14]1[S:15][CH:16]=[CH:17][N:18]=1>>[C:7]([NH:6][C:3](=[N:9][CH2:10][CH2:11][S:12][CH2:13][C:14]1[S:15][CH:16]=[CH:17][N:18]=1)[S:4][CH3:5])#[N:8]. Product: C(#N)NC(SC)=NCCSCC=1SC=CN1 (N-cyano-N'-[2-(2-thiazolylmethylthio)ethyl]-S-methylisothiourea). Starting materials: FC1=C(C(=O)Cl)C(=CC=C1)F (2,6-difluorobenzoyl chloride), FC1(OC2=C(O1)C=C(C(=C2)C=2C=CC(=NC2)N)C)F (5-(2,2-difluoro-6-methylbenzo[d][1,3]dioxol-5-yl)pyridin-2-amine), CCN(C(C)C)C(C)C (Hünig's base). Solvent: ClCCl (dichloromethane), ClCCl (dichloromethane), O1CCCC1 (tetrahydrofuran), CO (methanol), [OH-].[Na+] (sodium hydroxide). Reaction conditions: temperature 60 celsius, time 0.5 hour. Yields the product FC1(OC2=C(O1)C=C(C(=C2)C=2C=CC(=NC2)NC(C2=C(C=CC=C2F)F)=O)C)F (N-(5-(2,2-difluoro-6-methylbenzo[d][1,3]dioxol-5-yl)pyridin-2-yl)-2,6-difluorobenzamide). Yield: 68.8%. As a reaction SMILES: [F:1][C:2]1[CH:10]=[CH:9][CH:8]=[C:7]([F:11])[C:3]=1[C:4](Cl)=[O:5].[F:12][C:13]1([F:30])[O:17][C:16]2[CH:18]=[C:19]([CH3:29])[C:20]([C:22]3[CH:23]=[CH:24][C:25]([NH2:28])=[N:26][CH:27]=3)=[CH:21][C:15]=2[O:14]1.CCN(C(C)C)C(C)C>ClCCl.O1CCCC1.CO.[OH-].[Na+]>[F:30][C:13]1([F:12])[O:17][C:16]2[CH:18]=[C:19]([CH3:29])[C:20]([C:22]3[CH:23]=[CH:24][C:25]([NH:28][C:4](=[O:5])[C:3]4[C:2]([F:1])=[CH:10][CH:9]=[CH:8][C:7]=4[F:11])=[N:26][CH:27]=3)=[CH:21][C:15]=2[O:14]1 |f:6.7|. Procedure: Under an atmosphere of argon, 2,6-difluorobenzoyl chloride (32 mg, 0.2 mmol) was added to a stirred solution of 4 (24 mg, 0.1 mmol) and Hünig's base (95 μL, 70 mg, 0.5 mmol) in dichloromethane (1.0 mL) at room temperature. The reaction was stirred for 0.5 h. The solution was diluted with tetrahydrofuran (0.6 mL), methanol (0.4 mL) and 2 M sodium hydroxide solution (0.2 mL). The mixture was stirred and heated to 60° C. for 15 min then cooled to room temperature, diluted with dichloromethane (5 mL... The reactants are C(=O)(OC(C)(C)C)N(C1CCC(CC1)N(C(=O)C1=C(C2=C(S1)C=CC=C2)Cl)CC=2C=C(C=CC2OCC)B(O)O)C (3-{[[4-(BOC-methyl-amino)-cyclohexyl]-(3-chloro-benzo[b]thiophene-2-carbonyl)-amino]-methyl}-4-ethoxy-benzene boronic acid), BrC=1C=NC(=NC1)N(C)C (5-bromo-2-dimethylaminopyrimidine). The product is Cl.Cl.CN(C1=NC=C(C=N1)C=1C=CC(=C(CN(C(=O)C2=C(C3=C(S2)C=CC=C3)Cl)C3CCC(CC3)NC)C1)OCC)C (3-Chloro-benzo[b]thiophene-2-carboxylic acid [5-(2-dimethylamino-pyrimidin-5-yl)-2-ethoxy-benzyl]-(4-methylamino-cyclohexyl)-amide dihydrochloride). As a reaction SMILES: [C:1]([N:8](C)[CH:9]1[CH2:14][CH2:13][CH:12]([N:15]([CH2:28][C:29]2[CH:30]=[C:31](B(O)O)[CH:32]=[CH:33][C:34]=2[O:35][CH2:36][CH3:37])[C:16]([C:18]2[S:22][C:21]3[CH:23]=[CH:24][CH:25]=[CH:26][C:20]=3[C:19]=2[Cl:27])=[O:17])[CH2:11][CH2:10]1)(OC(C)(C)C)=O.Br[C:43]1[CH:44]=[N:45][C:46]([N:49]([CH3:51])[CH3:50])=[N:47][CH:48]=1>>[ClH:27].[ClH:27].[CH3:50][N:49]([CH3:51])[C:46]1[N:47]=[CH:48][C:43]([C:31]2[CH:32]=[CH:33][C:34]([O:35][CH2:36][CH3:37])=[C:29]([CH:30]=2)[CH2:28][N:15]([CH:12]2[CH2:13][CH2:14][CH:9]([NH:8][CH3:1])[CH2:10][CH2:11]2)[C:16]([C:18]2[S:22][C:21]3[CH:23]=[CH:24][CH:25]=[CH:26][C:20]=3[C:19]=2[Cl:27])=[O:17])=[CH:44][N:45]=1 |f:2.3.4|. Procedure: The title compound was prepared from boronic acid (12) (25 mg, 42 μmol) and 5-bromo-2-dimethylaminopyrimidine (7.0 mg, 40 μmol) in accordance with Method L2. The reactants are COC(=O)C1C=Cc2cc(SCc3sc(-c4ccc(C(F)(F)F)cc4)nc3C)ccc2O1, COC(=O)C1CCc2cc(S(=O)(=O)Cl)ccc2O1. The product is COC(=O)C1CCc2cc(S)ccc2O1. RXN SMILES: [CH3:19][O:20][C:21]([CH:22]1[CH:23]=[CH:24][c:25]2[cH:26][c:27]([S:28][CH2:29][c:30]3[s:31][c:32](-[c:33]4[cH:34][cH:35][c:36]([C:37]([F:38])([F:39])[F:40])[cH:41][cH:42]4)[n:43][c:44]3[CH3:45])[cH:46][cH:47][c:48]2[O:49]1)=[O:50].[CH3:1][O:2][C:3](=[O:4])[CH:5]1[O:6][c:7]2[cH:8][cH:9][c:10]([S:15]([Cl:16])(=[O:17])=[O:18])[cH:11][c:12]2[CH2:13][CH2:14]1>>[CH3:1][O:2][C:3](=[O:4])[CH:5]1[O:6][c:7]2[cH:8][cH:9][c:10]([SH:15])[cH:11][c:12]2[CH2:13][CH2:14]1.